Task: describe an organic reaction: reactants, conditions, products, and yield. Dataset: the Open Reaction Database (ORD), a public repository of structured organic reaction records Reactants: CN1CC[C@]23C4=C5C=CC(=C4O[C@H]2C(=O)C=C[C@H]3[C@H]1C5)OC (codeinone), C(C)(=O)OO (peracetic acid). The solvent is CCOCC (ether). The product is CN1CC[C@]23C4C(=O)C=C[C@]2([C@H]1CC5=C3C(=C(C=C5)OC)O4)O (14-Hydroxycodeinone), C(C)(=O)OO (peracetic acid). As a reaction SMILES: [CH3:1][N:2]1[C@@H:19]2[CH2:20][C:7]3[CH:8]=[CH:9][C:10]([O:21][CH3:22])=[C:11]4[O:12][C@H:13]5[C:14]([CH:16]=[CH:17][C@@H:18]2[C@:5]5([C:6]=34)[CH2:4][CH2:3]1)=[O:15].[C:23]([O:26][OH:27])(=[O:25])[CH3:24]>CCOCC>[CH3:1][N:2]1[C@@H:19]2[CH2:20][C:7]3[CH:8]=[CH:9][C:10]([O:21][CH3:22])=[C:11]4[O:12][CH:13]5[C:14]([CH:16]=[CH:17][C@:18]2([OH:25])[C@:5]5([C:6]=34)[CH2:4][CH2:3]1)=[O:15].[C:23]([O:26][OH:27])(=[O:25])[CH3:24]. Procedure: 14-Hydroxycodeinone was synthesized from the dienolsilyl ether of codeinone by oxidative hydroxylation using a peracetic acid solution preparation. The peracetic acid solution was prepared as follows: Starting materials: FC=1C=C(C=O)C=CC1OC1=CC=C(C=C1)OC (3-fluoro-4-(4-methoxy-phenoxy)-benzaldehyde), N (ammonia). Reagents/catalysts: [Ni] (Ra—Ni). Run at temperature 35 celsius, time 9 hour. Yields the product FC=1C=C(CN)C=CC1OC1=CC=C(C=C1)OC (3-fluoro-4-(4-methoxy-phenoxy)-benzylamine). RXN SMILES: [F:1][C:2]1[CH:3]=[C:4]([CH:7]=[CH:8][C:9]=1[O:10][C:11]1[CH:16]=[CH:15][C:14]([O:17][CH3:18])=[CH:13][CH:12]=1)[CH:5]=O.[NH3:19]>[Ni]>[F:1][C:2]1[CH:3]=[C:4]([CH:7]=[CH:8][C:9]=1[O:10][C:11]1[CH:16]=[CH:15][C:14]([O:17][CH3:18])=[CH:13][CH:12]=1)[CH2:5][NH2:19]. Procedure details: 73.9 mg (0.3 mmol) of 3-fluoro-4-(4-methoxy-phenoxy)-benzaldehyde are dissolved in 5 ml of methanolic ammonia, combined with Ra—Ni and shaken for about 9 hours at 35° C. and 3 bar H2 pressure. Starting materials: C(C)(=O)OC=C.C(=C)N1C(CCC1)=O.C(C=C)(=O)OCC1CO1 (N-vinylpyrrolidone-vinyl acetate glycidyl acrylate). The solvent is C(C)O (ethyl alcohol). The product is C(=C)N1C(CCC1)=O (N-vinylpyrrolidone), C(C)(=O)OC=C (vinyl acetate), C(C=C)(=O)OCC1CO1 (glycidyl acrylate). Reaction SMILES: [C:1]([O:4][CH:5]=[CH2:6])(=[O:3])[CH3:2].[CH:7]([N:9]1[CH2:13][CH2:12][CH2:11][C:10]1=[O:14])=[CH2:8].[C:15]([O:19][CH2:20][CH:21]1[O:23][CH2:22]1)(=[O:18])[CH:16]=[CH2:17]>C(O)C>[CH:7]([N:9]1[CH2:13][CH2:12][CH2:11][C:10]1=[O:14])=[CH2:8].[C:1]([O:4][CH:5]=[CH2:6])(=[O:3])[CH3:2].[C:15]([O:19][CH2:20][CH:21]1[O:23][CH2:22]1)(=[O:18])[CH:16]=[CH2:17] |f:0.1.2|. Procedure: A hydrophilic coating was formed by the same method as that of Example 3 except using N-vinylpyrrolidone-vinyl acetate-glycidyl acrylate copolymer having a molecular weight of about 500,000 obtained by polymerizing 7.0 g of N-vinylpyrrolidone, 2.0 g vinyl acetate and 1.0 g of glycidyl acrylate in ethyl alcohol by using V-65 (azobisvaleronitrile) as an initiator as a component B.